This data is from the Open Reaction Database (ORD), a public repository of structured organic reaction records. The task is: describe an organic reaction: reactants, conditions, products, and yield Reactants: CC(C)C(C)(C)CCO, ClCCl, [Na+], [Na+], O=S([O-])[O-]. Yields the product CC(C)C(C)(C)CC=O. Reaction SMILES: [CH3:1][C:2]([CH2:3][CH2:4][OH:5])([CH:6]([CH3:7])[CH3:8])[CH3:9].[Cl:16][CH2:17][Cl:18].[Na+:14].[Na+:15].[S:10]([O-:11])([O-:12])=[O:13]>>[CH3:1][C:2]([CH2:3][CH:4]=[O:5])([CH:6]([CH3:7])[CH3:8])[CH3:9]. The reactants are C1(=CC=CC=C1)N1CNC(C12CCN(CC2)[C@H]2[C@H](CCCC2)C2=CC=CC=C2)=O ((cis)-1-phenyl-8-(2-phenyl-cyclohexyl)-1,3,8-triaza-spiro[4.5]decan-4-one), CC1(C2CCC1(C(=O)C2)CS(=O)(=O)O)C (1R-(−)-camphorsulfonic acid). The solvent is CO (methanol). Run at time 10 minute. Product: C1(=CC=CC=C1)N1CNC(C12CCN(CC2)[C@@H]2[C@@H](CCCC2)C2=CC=CC=C2)=O ((1S,2S)-1-Phenyl-8-(2-phenyl-cyclohexyl)-1,3,8-triaza-spiro[4.5]decan-4-one). Reaction SMILES: [C:1]1([N:7]2[C:11]3([CH2:16][CH2:15][N:14]([C@@H:17]4[CH2:22][CH2:21][CH2:20][CH2:19][C@@H:18]4[C:23]4[CH:28]=[CH:27][CH:26]=[CH:25][CH:24]=4)[CH2:13][CH2:12]3)[C:10](=[O:29])[NH:9][CH2:8]2)[CH:6]=[CH:5][CH:4]=[CH:3][CH:2]=1.CC1(C)C2(CS(O)(=O)=O)C(CC1CC2)=O>CO>[C:1]1([N:7]2[C:11]3([CH2:16][CH2:15][N:14]([C@H:17]4[CH2:22][CH2:21][CH2:20][CH2:19][C@H:18]4[C:23]4[CH:28]=[CH:27][CH:26]=[CH:25][CH:24]=4)[CH2:13][CH2:12]3)[C:10](=[O:29])[NH:9][CH2:8]2)[CH:2]=[CH:3][CH:4]=[CH:5][CH:6]=1. Procedure details: Elucidation of absolute stereochemistry: To a solution of 24 mg (cis)-1-phenyl-8-(2-phenyl-cyclohexyl)-1,3,8-triaza-spiro[4.5]decan-4-one (Example 2) in methanol were added 14 mg 1R-(−)-camphorsulfonic acid and the solution stirred for 10 min. at ambient temperature. The resulting salt slurry was evaporated and the residue crystallized from ethyl acetate. With the single crystal X-ray structural analysis of the 1R-(−)-camphorsulfonic acid salt the absolute configuration at the cyclohexane ring w... Reactants: [N+](=O)([O-])C1=C(C(=CC(=C1)C)[N+](=O)[O-])Cl (2,6-dinitro-4-methylchlorobenzene), COCCN (methoxyethylamine). Procedure details: 0.05 mol (10.8 g) of 2,6-dinitro-4-methylchlorobenzene is added gradually, in the course of 10 minutes, whilst stirring, to 25 ml of methoxyethylamine, the reaction medium being cooled as necessary so as not to exceed 50° C. When the addition has ended, the stirring is maintained for 5 minutes and the reaction medium is then poured into 100 ml of iced water. The expected product precipitates. It is filtered off, washed with water and recrystallised from ethanol. After drying in vacuo, it melts a... The product is [N+](=O)([O-])C1=C(NCCOC)C(=CC(=C1)C)[N+](=O)[O-] (2,6-dinitro-4-methyl-N-(β-methoxyethyl)aniline). The solvent is O (water). Reaction SMILES: [N+:1]([C:4]1[CH:9]=[C:8]([CH3:10])[CH:7]=[C:6]([N+:11]([O-:13])=[O:12])[C:5]=1Cl)([O-:3])=[O:2].[CH3:15][O:16][CH2:17][CH2:18][NH2:19]>O>[N+:1]([C:4]1[CH:9]=[C:8]([CH3:10])[CH:7]=[C:6]([N+:11]([O-:13])=[O:12])[C:5]=1[NH:19][CH2:18][CH2:17][O:16][CH3:15])([O-:3])=[O:2].